Dataset: the Open Reaction Database (ORD), a public repository of structured organic reaction records. Task: describe an organic reaction: reactants, conditions, products, and yield Starting materials: FC(C1=C(C=CC=C1)C(=O)NC=1C=C(C2=C(NC=N2)C1)C(=O)OC)(F)F (Methyl 6-({[2-(trifluoromethyl)phenyl]carbonyl}amino)-1H-benzimidazole-4-carboxylate), [OH-].[Na+] (sodium hydroxide). The solvent is CO (MeOH). Run at time 8 hour. Yields the product FC(C1=C(C=CC=C1)C(=O)NC=1C=C(C2=C(NC=N2)C1)C(=O)O)(F)F (6-({[2-(Trifluoromethyl)phenyl]carbonyl}amino)-1H-benzimidazole-4-carboxylic acid). Isolated yield 80.6%. As a reaction SMILES: [F:1][C:2]([F:26])([F:25])[C:3]1[CH:8]=[CH:7][CH:6]=[CH:5][C:4]=1[C:9]([NH:11][C:12]1[CH:13]=[C:14]([C:21]([O:23]C)=[O:22])[C:15]2[N:19]=[CH:18][NH:17][C:16]=2[CH:20]=1)=[O:10].[OH-].[Na+]>CO>[F:26][C:2]([F:1])([F:25])[C:3]1[CH:8]=[CH:7][CH:6]=[CH:5][C:4]=1[C:9]([NH:11][C:12]1[CH:13]=[C:14]([C:21]([OH:23])=[O:22])[C:15]2[N:19]=[CH:18][NH:17][C:16]=2[CH:20]=1)=[O:10] |f:1.2|. Procedure details: Methyl 6-({[2-(trifluoromethyl)phenyl]carbonyl}amino)-1H-benzimidazole-4-carboxylate (356 mg) was dissolved in MeOH (10 mL), and 1N aqueous sodium hydroxide solution (2 mL) was added, and the reaction mixture was stirred at room temperature overnight. After MeOH was removed under reduced pressure, water was added to the residue, and the solution was acidified with 1N hydrochloric acid to pH 5 under ice-cooling. The precipitate was collected by filtration to obtain the titled compound (276 mg) as... Starting materials: [BH4-], C=CCC1(COCc2ccccc2)CC(=O)N(C(C)c2ccccc2)C1, CCOC(C)=O, CO, [Cl-], ClCCl, [NH4+], [Na+], O=[O+][O-], O. The product is CC(c1ccccc1)N1CC(CCO)(COCc2ccccc2)CC1=O. Reaction SMILES: [BH4-:30].[CH2:1]([CH:2]=[CH2:3])[C:4]1([CH2:18][O:19][CH2:20][c:21]2[cH:22][cH:23][cH:24][cH:25][cH:26]2)[CH2:5][C:6](=[O:17])[N:7]([CH:9]([CH3:10])[c:11]2[cH:12][cH:13][cH:14][cH:15][cH:16]2)[CH2:8]1.[CH3:38][CH2:39][O:40][C:41](=[O:42])[CH3:43].[CH3:44][OH:45].[Cl-:32].[Cl:34][CH2:35][Cl:36].[NH4+:33].[Na+:31].[O-:27][O+:28]=[O:29].[OH2:37]>>[CH2:1]([CH2:2][OH:27])[C:4]1([CH2:18][O:19][CH2:20][c:21]2[cH:22][cH:23][cH:24][cH:25][cH:26]2)[CH2:5][C:6](=[O:17])[N:7]([CH:9]([CH3:10])[c:11]2[cH:12][cH:13][cH:14][cH:15][cH:16]2)[CH2:8]1. Reactants: COC=1C=C(C=CC1OC(C)=O)C#C (3-methoxy-4-acetoxyphenylacetylene), ClC1=C(CS)C=CC(=C1)Cl (2,4-dichlorobenzyl mercaptan), [Na] (sodium). Product: COC=1C=C(\C=C/C(C2=C(C=C(C=C2)Cl)Cl)SC(C2=C(C=C(C=C2)Cl)Cl)\C=C/C2=CC(=C(C=C2)OC(C)=O)OC)C=CC1OC(C)=O ((Z)-3-methoxy-4-acetoxystyryl-2,4-dichlorobenzylsulfide). As a reaction SMILES: [CH3:1][O:2][C:3]1[CH:4]=[C:5]([C:13]#[CH:14])[CH:6]=[CH:7][C:8]=1[O:9][C:10](=[O:12])[CH3:11].[Cl:15][C:16]1[CH:23]=[C:22]([Cl:24])[CH:21]=[CH:20][C:17]=1[CH2:18][SH:19].[Na]>>[CH3:1][O:2][C:3]1[CH:4]=[C:5]([CH:6]=[CH:7][C:8]=1[O:9][C:10](=[O:12])[CH3:11])/[CH:13]=[CH:14]\[CH:18]([S:19][CH:18](/[CH:14]=[CH:13]\[C:5]1[CH:6]=[CH:7][C:8]([O:9][C:10](=[O:12])[CH3:11])=[C:3]([O:2][CH3:1])[CH:4]=1)[C:17]1[CH:20]=[CH:21][C:22]([Cl:24])=[CH:23][C:16]=1[Cl:15])[C:17]1[CH:20]=[CH:21][C:22]([Cl:24])=[CH:23][C:16]=1[Cl:15] |^1:24|. Procedure: A solution of 3-methoxy-4-acetoxyphenylacetylene (0.02 mol), 2,4-dichlorobenzyl mercaptan (0.02 mol) and metallic sodium (0.02 g atom) is subjected to the General Procedure to form (Z)-3-methoxy-4-acetoxystyryl-2,4-dichlorobenzylsulfide. The title compound is obtained following oxidation of the sulfide, according to the General Procedure. Starting materials: C(#N)C1=CC=C(CNC(C(N2N=C(C(=C2)C)C2=C(C=CC=C2)O)OCC)=O)C=C1 ((RS)-N-(4-cyano-benzyl)-2-ethoxy-2-[3-(2-hydroxy-phenyl)-4-methyl-pyrazol-1-yl]-acetamide), ICC(=O)OCC (ethyl iodoacetate). Product: C(C)OC(COC1=C(C=CC=C1)C1=NN(C=C1C)C(OCC)C(NCC1=CC=C(C=C1)C#N)=O)=O ((RS)-(2-{1-[(4-cyano-benzylcarbamoyl)-ethoxy-methyl]-4-methyl-1H-pyrazol-3-yl}-phenoxy)-acetic acid ethyl ester). As a reaction SMILES: [C:1]([C:3]1[CH:29]=[CH:28][C:6]([CH2:7][NH:8][C:9](=[O:27])[CH:10]([O:24][CH2:25][CH3:26])[N:11]2[CH:15]=[C:14]([CH3:16])[C:13]([C:17]3[CH:22]=[CH:21][CH:20]=[CH:19][C:18]=3[OH:23])=[N:12]2)=[CH:5][CH:4]=1)#[N:2].I[CH2:31][C:32]([O:34][CH2:35][CH3:36])=[O:33]>>[CH2:35]([O:34][C:32](=[O:33])[CH2:31][O:23][C:18]1[CH:19]=[CH:20][CH:21]=[CH:22][C:17]=1[C:13]1[C:14]([CH3:16])=[CH:15][N:11]([CH:10]([C:9](=[O:27])[NH:8][CH2:7][C:6]2[CH:5]=[CH:4][C:3]([C:1]#[N:2])=[CH:29][CH:28]=2)[O:24][CH2:25][CH3:26])[N:12]=1)[CH3:36]. Procedure details: Using an analogous procedure as described in example 11.2 (RS)-N-(4-cyano-benzyl)-2-ethoxy-2-[3-(2-hydroxy-phenyl)-4-methyl-pyrazol-1-yl]-acetamide was reacted with ethyl iodoacetate to give (RS)-(2-{1-[(4-cyano-benzylcarbamoyl)-ethoxy-methyl]-4-methyl-1H-pyrazol-3-yl}-phenoxy)-acetic acid ethyl ester. White amorphous solid. MS 477.5 ([M+H]+)